This data is from the Open Reaction Database (ORD), a public repository of structured organic reaction records. The task is: describe an organic reaction: reactants, conditions, products, and yield Reactants: C#C[Si](C)(C)C, Ic1ccc(OCc2ccccc2)cc1, CCNCC, [K+], [OH-], Cl[Pd]Cl, c1ccc(P(c2ccccc2)c2ccccc2)cc1, c1ccc(P(c2ccccc2)c2ccccc2)cc1. Product: C#Cc1ccc(OCc2ccccc2)cc1. RXN SMILES: [C:16](#[CH:17])[Si:18]([CH3:19])([CH3:20])[CH3:21].[CH2:1]([c:2]1[cH:3][cH:4][cH:5][cH:6][cH:7]1)[O:8][c:9]1[cH:10][cH:11][c:12]([I:15])[cH:13][cH:14]1.[CH2:65]([NH:66][CH2:67][CH3:68])[CH3:69].[K+:23].[OH-:22].[Pd:24]([Cl:25])[Cl:26].[c:27]1([P:28]([c:29]2[cH:30][cH:31][cH:32][cH:33][cH:34]2)[c:35]2[cH:36][cH:37][cH:38][cH:39][cH:40]2)[cH:41][cH:42][cH:43][cH:44][cH:45]1.[c:46]1([P:47]([c:48]2[cH:49][cH:50][cH:51][cH:52][cH:53]2)[c:54]2[cH:55][cH:56][cH:57][cH:58][cH:59]2)[cH:60][cH:61][cH:62][cH:63][cH:64]1>>[CH2:1]([c:2]1[cH:3][cH:4][cH:5][cH:6][cH:7]1)[O:8][c:9]1[cH:10][cH:11][c:12]([C:16]#[CH:17])[cH:13][cH:14]1. Starting materials: N1C=CC2=CC=CN=C12 (7-azaindole), Cl.CNC (dimethylamine hydrochloride), C=O (paraformaldehyde). Run in C(CCC)O (n-butyl alcohol). Product: CN(C1=CNC2=NC=CC=C12)C (3-dimethylamino-7-azaindole). Yield: 88.2%. As a reaction SMILES: [NH:1]1[C:9]2[C:4](=[CH:5][CH:6]=[CH:7][N:8]=2)[CH:3]=[CH:2]1.Cl.[CH3:11][NH:12][CH3:13].C=O>C(O)CCC>[CH3:11][N:12]([CH3:13])[C:3]1[C:4]2[C:9](=[N:8][CH:7]=[CH:6][CH:5]=2)[NH:1][CH:2]=1 |f:1.2|. Reported procedure: To 40 ml of n-butyl alcohol was added 1.18 g of 7-azaindole, 0.88 g of dimethylamine hydrochloride and 0.33 g of paraformaldehyde, and the mixture refluxed for 30 minutes. The clear solution was then evaporated to dryness in vacuo, and 10 ml of 10% aqueous hydrochloric acid was added to the residue. The water layer was extracted with ether, and then made strongly basic with potassium carbonate. The resulting precipitate was filtered off, washed with ether and dried, yielding 1.42 g (81.1%) of 3-... The reactants are N(C(=O)C)C1=C(C=C(NCC)C=C1)C (4-acetamino-3-methyl-N-ethylaniline), C1CO1 (ethylene oxide). Solvent: C(C)O (ethanol). Yields the product N(C(=O)C)C1=C(C=C(N(CC)CCO)C=C1)C (4-acetamino-3-methyl-N-(β-hydroxyethyl)-N-ethylaniline). Reaction SMILES: [NH:1]([C:5]1[CH:13]=[CH:12][C:8]([NH:9][CH2:10][CH3:11])=[CH:7][C:6]=1[CH3:14])[C:2]([CH3:4])=[O:3].[CH2:15]1[O:17][CH2:16]1>C(O)C>[NH:1]([C:5]1[CH:13]=[CH:12][C:8]([N:9]([CH2:15][CH2:16][OH:17])[CH2:10][CH3:11])=[CH:7][C:6]=1[CH3:14])[C:2]([CH3:4])=[O:3]. Procedure details: 15.2g (0.08 mole) of 4-acetamino-3-methyl-N-ethylaniline obtained in Example 1, Part C, 4.2g (0.09 mole) of ethylene oxide and 50ml of ethanol were fed into an autoclave and reacted for 1 hour at 120° to 130° C in the closed autoclave. Thereafter, ethanol was distilled off to obtain crystals of 4-acetamino-3-methyl-N-(β-hydroxyethyl)-N-ethylaniline. The crystals were recrystallized from ethyl acetate to obtain 18.5g of white crystals. Reactants: aldehyde, S1C(=CC=C1)N (Thienylamine), C[N+](C)(C)C.C1=CC=C2C=C(C=CC2=C1)C(=S)[S-] (SS-1), C1CCOC1 (THF), C(CCC)[Li] (n-Butyllithium). Run at temperature 0 celsius. Product: C1(CC1)C(O)C=1SC(=CC1)CN (Cyclopropyl (5-aminomethylthien-2-yl) carbinol). As a reaction SMILES: [S:1]1[CH:5]=[CH:4][CH:3]=[C:2]1N.C[N+:8]([CH3:11])(C)C.C1C=C2C(C=C(C([S-])=S)C=C2)=CC=1.C([Li])CCC.[CH2:30]1[CH2:34][O:33][CH2:32][CH2:31]1>>[CH:30]1([CH:34]([C:2]2[S:1][C:5]([CH2:11][NH2:8])=[CH:4][CH:3]=2)[OH:33])[CH2:31][CH2:32]1 |f:1.2|. Procedure: Thienylamine of formula SS-1 (0.95 mL) is dissolved in dry THF under a nitrogen atmosphere and cooled to -78° C. n-Butyllithium (Aldrich, 1.6M in hexane, 13.4 mL) is added and the reaction turned a deep purple color. The reaction is allowed to warm to 0° C. for 10 min, then recooled to -78° C. for the addition of the aldehyde (0.82 mL). A thick slurry forms and stirring becomes difficult. The reaction is allowed to warm to 0° C., then quenched with ammonium chloride solution (10 mL). The reactio... The reactants are ClC=1C(=C(C=CC1)CC#N)OC (2-(3-chloro-2-methoxyphenyl)acetonitrile), BrCC1=C(C(=CC=C1)Cl)OC (1-(bromomethyl)-3-chloro-2-methoxybenzene), [C-]#N.[Na+] (NaCN). Run in CCOCC (Et2O), CCO (EtOH). Conditions: temperature 100 celsius. Product: ClC=1C(=C(C=CC1)CCN)OC (2-(3-chloro-2-methoxyphenyl)ethanamine). RXN SMILES: [Cl:1][C:2]1[C:3]([O:11][CH3:12])=[C:4]([CH2:8][C:9]#[N:10])[CH:5]=[CH:6][CH:7]=1.BrCC1C=CC=C(Cl)C=1OC.[C-]#N.[Na+]>CCO.CCOCC>[Cl:1][C:2]1[C:3]([O:11][CH3:12])=[C:4]([CH2:8][CH2:9][NH2:10])[CH:5]=[CH:6][CH:7]=1 |f:2.3|. Reported procedure: 2-(3-chloro-2-methoxyphenyl)acetonitrile. A solution of 1-(bromomethyl)-3-chloro-2-methoxybenzene (30.8 g, 131 mmol) in EtOH (150 mL) at RT and under N2 was treated with an aq. solution of NaCN (12.8 g, 262 mmol in 50 mL H2O) and the mixture was heated to 100° C. for 3 h. The reaction was then cooled to RT and taken up in Et2O. The mixture was washed with H2O and brine, and the aq. phase was extracted again with Et2O. The combined org. layers dried over Na2SO4, filtered and concentrated in vacuo... Starting materials: ClC1=CC=C(C=C1)NCCC=1C=C(C=CC1)O (3-{2-[(4-chlorophenyl)amino]ethyl}phenol), C1(=CC=CC=C1)CC=O (phenylacetaldehyde), FC(C(=O)O)(F)F (trifluoroacetic acid). Solvent: C(Cl)Cl (CH2Cl2). Run at time 8 hour. Yields the product ClC1=CC=C(C=C1)N1C(C2=CC=C(C=C2CC1)O)CC1=CC=CC=C1 (2-(4-Chlorophenyl)-1-benzyl-1,2,3,4-tetrahydroisoquinolin-6-ol). The yield is 72.5%. As a reaction SMILES: [Cl:1][C:2]1[CH:7]=[CH:6][C:5]([NH:8][CH2:9][CH2:10][C:11]2[CH:12]=[C:13]([OH:17])[CH:14]=[CH:15][CH:16]=2)=[CH:4][CH:3]=1.[C:18]1([CH2:24][CH:25]=O)[CH:23]=[CH:22][CH:21]=[CH:20][CH:19]=1.FC(F)(F)C(O)=O>C(Cl)Cl>[Cl:1][C:2]1[CH:7]=[CH:6][C:5]([N:8]2[CH2:9][CH2:10][C:11]3[C:16](=[CH:15][CH:14]=[C:13]([OH:17])[CH:12]=3)[CH:25]2[CH2:24][C:18]2[CH:23]=[CH:22][CH:21]=[CH:20][CH:19]=2)=[CH:4][CH:3]=1. Procedure details: To a solution of 3-{2-[(4-chlorophenyl)amino]ethyl}phenol (0.20 g, 0.8 mmol) and phenylacetaldehyde (0.194 g, 1.6 mmol) in CH2Cl2 (6 mL) was added trifluoroacetic acid (0.148 g, 1.6 mmol). After stirring at room temperature overnight, the reaction was quenched with saturated sodium bicarbonate and extracted with CH2Cl2. The organic layer was dried over MgSO4, filtered, and concentrated. The residue was purified by chromatography (SiO2, 15-30% ethyl acetate/hexane) to provide the title compound (... The reactants are C(C)(=O)OCC (ethyl acetate), BrC1=CC=C2C=CC(=NC2=C1)C1=NN=C2N1C=C(C=C2)C(C(F)(F)F)N2C[C@H](CC2)NC(OC(C)(C)C)=O (tert-butyl (3S)-1-(1-(3-(7-bromoquinolin-2-yl)-[1,2,4]triazolo[4,3-a]pyridin-6-yl)-2,2,2-trifluoroethyl)pyrrolidin-3-ylcarbamate), P(C1CCCCC1)(C1CCCCC1)C1CCCCC1 (P(Cy)3), C1(CC1)B(O)O (cyclopropylboronic acid). The reagents and catalysts are CC(=O)[O-].CC(=O)[O-].[Pd+2] (Pd(OAc)2). Solvent: O (water), C1(=CC=CC=C1)C (toluene), O (water). The product is C1(CC1)C1=CC=C2C=CC(=NC2=C1)C1=NN=C2N1C=C(C=C2)C(C(F)(F)F)N2C[C@H](CC2)NC(OC(C)(C)C)=O (tert-butyl (3S)-1-(1-(3-(7-cyclopropylquinolin-2-yl)-[1,2,4]triazolo[4,3-a]pyridin-6-yl)-2,2,2-trifluoroethyl)pyrrolidin-3-ylcarbamate). The yield is 862.5%. RXN SMILES: Br[C:2]1[CH:11]=[C:10]2[C:5]([CH:6]=[CH:7][C:8]([C:12]3[N:16]4[CH:17]=[C:18]([CH:21]([N:26]5[CH2:30][CH2:29][C@H:28]([NH:31][C:32](=[O:38])[O:33][C:34]([CH3:37])([CH3:36])[CH3:35])[CH2:27]5)[C:22]([F:25])([F:24])[F:23])[CH:19]=[CH:20][C:15]4=[N:14][N:13]=3)=[N:9]2)=[CH:4][CH:3]=1.P([CH:52]1[CH2:57][CH2:56]CCC1)(C1CCCCC1)C1CCCCC1.C1(B(O)O)CC1.C(OCC)(=O)C>C1(C)C=CC=CC=1.O.CC([O-])=O.CC([O-])=O.[Pd+2]>[CH:56]1([C:2]2[CH:11]=[C:10]3[C:5]([CH:6]=[CH:7][C:8]([C:12]4[N:16]5[CH:17]=[C:18]([CH:21]([N:26]6[CH2:30][CH2:29][C@H:28]([NH:31][C:32](=[O:38])[O:33][C:34]([CH3:35])([CH3:37])[CH3:36])[CH2:27]6)[C:22]([F:25])([F:23])[F:24])[CH:19]=[CH:20][C:15]5=[N:14][N:13]=4)=[N:9]3)=[CH:4][CH:3]=2)[CH2:57][CH2:52]1 |f:6.7.8|. Reported procedure: A solution of tert-butyl (3S)-1-(1-(3-(7-bromo quinolin-2-yl)-[1,2,4]triazolo[4,3-a]pyridin-6-yl)-2,2,2-trifluoroethyl)pyrrolidin-3-ylcarbamate (Example 2, Step A; 0.25 g, 0.42 mmol), Pd(OAc)2 (0.0048 g, 0.021 mmol), P(Cy)3 (0.013 g, 0.047 mmol), and cyclopropylboronic acid (0.073 g, 0.85 mmol) in toluene (4 mL) and water (0.4 mL) was stirred at 100° C. for 6 hours. After cooling to ambient temperature, ethyl acetate (20 mL) and water (5 mL) were added. The organic layer was separated, washed wi... Starting materials: ClC1=NC=C(C(=N1)NN1C=CC=C1)F (2-chloro-5-fluoro-N-(1H-pyrrol-1-yl)-4-pyrimidineamine), NC=1C=C(C=CC1)O (3-aminophenol). Product: FC=1C(=NC(=NC1)NC1=CC(=CC=C1)O)NN1C=CC=C1 (5-fluoro-N2-(3-hydroxyphenyl)-N4-(1H-pyrrol-1-yl)-2,4-pyrimidinediamine). RXN SMILES: Cl[C:2]1[N:7]=[C:6]([NH:8][N:9]2[CH:13]=[CH:12][CH:11]=[CH:10]2)[C:5]([F:14])=[CH:4][N:3]=1.[NH2:15][C:16]1[CH:17]=[C:18]([OH:22])[CH:19]=[CH:20][CH:21]=1>>[F:14][C:5]1[C:6]([NH:8][N:9]2[CH:13]=[CH:12][CH:11]=[CH:10]2)=[N:7][C:2]([NH:15][C:16]2[CH:21]=[CH:20][CH:19]=[C:18]([OH:22])[CH:17]=2)=[N:3][CH:4]=1. Procedure details: In like manner to the preparation of N4-(3,4-ethylenedioxyphenyl)-5-fluoro-N2-(3-hydroxyphenyl)-2,4-pyrimidinediamine, 2-chloro-5-fluoro-N-(1H-pyrrol-1-yl)-4-pyrimidineamine was reacted with 3-aminophenol to produce 5-fluoro-N2-(3-hydroxyphenyl)-N4-(1H-pyrrol-1-yl)-2,4-pyrimidinediamine. 1H NMR (DMSO-d6): δ 10.68 (s, 1H), 9.04 (s, 1H), 9.00 (s, 1H), 8.08 (d, 1H, J=4.11 Hz), 7.01 (d, 1H, J=8.2 Hz), 6.84–6.75 (m, 4H), 6.22 (dd, 1H, J=1.2 and 8.2 Hz), 6.08 (t, 2H, J=2.3 Hz). LCMS: ret. time: 16.24 ... As a reaction SMILES: [C:12](#[N:13])[C:14](=[O:15])[O:16][CH2:17][CH3:18].[CH2:1]1[CH2:2][O:3][C:4]2([CH2:5][CH2:6][C:7](=[O:10])[CH2:8][CH2:9]2)[O:11]1.[CH2:26]1[O:27][CH2:28][CH2:29][CH2:30]1.[CH3:19][CH2:20][O:21][C:22]([CH3:23])=[O:24].[OH2:25]>>[CH2:1]1[CH2:2][O:3][C:4]2([CH2:5][CH2:6][C:7](=[O:10])[CH:8]([C:14](=[O:15])[O:16][CH2:17][CH3:18])[CH2:9]2)[O:11]1. Yields the product CCOC(=O)C1CC2(CCC1=O)OCCO2. The reactants are CCOC(=O)C#N, O=C1CCC2(CC1)OCCO2, C1CCOC1, CCOC(C)=O, O. The reactants are CC[O-], CCO, Cc1nc2sccn2c(=O)c1-c1ccc(OCC2CC2)cc1, COc1cccc(C=O)c1OCC1CC1, [Na+]. Product: COc1cccc(C=Cc2nc3sccn3c(=O)c2-c2ccc(OCC3CC3)cc2)c1OCC1CC1. RXN SMILES: [CH3:39][CH2:40][O-:41].[CH3:42][CH2:43][OH:44].[CH:1]1([CH2:4][O:5][c:6]2[cH:7][cH:8][c:9](-[c:12]3[c:13]([CH3:22])[n:14][c:15]4[n:16]([c:17]3=[O:18])[cH:19][cH:20][s:21]4)[cH:10][cH:11]2)[CH2:2][CH2:3]1.[CH:23]1([CH2:26][O:27][c:28]2[c:29]([CH:30]=[O:31])[cH:32][cH:33][cH:34][c:35]2[O:36][CH3:37])[CH2:24][CH2:25]1.[Na+:38]>>[CH:1]1([CH2:4][O:5][c:6]2[cH:7][cH:8][c:9](-[c:12]3[c:13]([CH:22]=[CH:30][c:29]4[c:28]([O:27][CH2:26][CH:23]5[CH2:24][CH2:25]5)[c:35]([O:36][CH3:37])[cH:34][cH:33][cH:32]4)[n:14][c:15]4[n:16]([c:17]3=[O:18])[cH:19][cH:20][s:21]4)[cH:10][cH:11]2)[CH2:2][CH2:3]1.